From a dataset of the Open Reaction Database (ORD), a public repository of structured organic reaction records. describe an organic reaction: reactants, conditions, products, and yield Starting materials: CN1CCC(N2CCN(S(=O)(=O)CCCC3CCCN3C(=O)OC(C)(C)C)CC2)CC1, CCOC(C)=O, CCOCC, CO, Cl. Yields the product CN1CCC(N2CCN(S(=O)(=O)CCCC3CCCN3)CC2)CC1, Cl. As a reaction SMILES: [CH3:2][N:3]1[CH2:4][CH2:5][CH:6]([N:9]2[CH2:10][CH2:11][N:12]([S:15](=[O:16])(=[O:17])[CH2:18][CH2:19][CH2:20][CH:21]3[N:22]([C:26]([O:27][C:28]([CH3:29])([CH3:30])[CH3:31])=[O:32])[CH2:23][CH2:24][CH2:25]3)[CH2:13][CH2:14]2)[CH2:7][CH2:8]1.[CH3:33][CH2:34][O:35][C:36](=[O:37])[CH3:38].[CH3:39][CH2:40][O:41][CH2:42][CH3:43].[CH3:44][OH:45].[ClH:1]>>[CH3:2][N:3]1[CH2:4][CH2:5][CH:6]([N:9]2[CH2:10][CH2:11][N:12]([S:15](=[O:16])(=[O:17])[CH2:18][CH2:19][CH2:20][CH:21]3[NH:22][CH2:23][CH2:24][CH2:25]3)[CH2:13][CH2:14]2)[CH2:7][CH2:8]1.[ClH:1]. Reactants: CCOC(=O)c1ccc(I)c(OCC)c1, OB(O)c1ccc(C(F)(F)F)cc1, [K+], [K+], [K+], CN(C)C=O, O=P([O-])([O-])[O-], c1ccc(P(c2ccccc2)(c2ccccc2)[Pd](P(c2ccccc2)(c2ccccc2)c2ccccc2)(P(c2ccccc2)(c2ccccc2)c2ccccc2)P(c2ccccc2)(c2ccccc2)c2ccccc2)cc1. Yields the product CCOC(=O)c1ccc(-c2ccc(C(F)(F)F)cc2)c(OCC)c1. As a reaction SMILES: [CH2:1]([CH3:2])[O:3][C:4]([c:5]1[cH:6][c:7]([O:12][CH2:13][CH3:14])[c:8]([I:11])[cH:9][cH:10]1)=[O:15].[F:16][C:17]([c:18]1[cH:19][cH:20][c:21]([B:24]([OH:25])[OH:26])[cH:22][cH:23]1)([F:27])[F:28].[K+:34].[K+:35].[K+:36].[O:114]=[CH:115][N:116]([CH3:117])[CH3:118].[P:29]([O-:30])([O-:31])([O-:32])=[O:33].[cH:37]1[cH:38][cH:39][c:40]([P:41]([Pd:42]([P:43]([c:44]2[cH:45][cH:46][cH:47][cH:48][cH:49]2)([c:50]2[cH:51][cH:52][cH:53][cH:54][cH:55]2)[c:56]2[cH:57][cH:58][cH:59][cH:60][cH:61]2)([P:62]([c:63]2[cH:64][cH:65][cH:66][cH:67][cH:68]2)([c:69]2[cH:70][cH:71][cH:72][cH:73][cH:74]2)[c:75]2[cH:76][cH:77][cH:78][cH:79][cH:80]2)[P:81]([c:82]2[cH:83][cH:84][cH:85][cH:86][cH:87]2)([c:88]2[cH:89][cH:90][cH:91][cH:92][cH:93]2)[c:94]2[cH:95][cH:96][cH:97][cH:98][cH:99]2)([c:100]2[cH:101][cH:102][cH:103][cH:104][cH:105]2)[c:106]2[cH:107][cH:108][cH:109][cH:110][cH:111]2)[cH:112][cH:113]1>>[CH2:1]([CH3:2])[O:3][C:4]([c:5]1[cH:6][c:7]([O:12][CH2:13][CH3:14])[c:8](-[c:21]2[cH:20][cH:19][c:18]([C:17]([F:16])([F:27])[F:28])[cH:23][cH:22]2)[cH:9][cH:10]1)=[O:15]. The reactants are CNC(=O)C(=O)c1ccccc1COC1CCCCO1, CON, CO, Cl, c1ccncc1. Product: CNC(=O)C(=NOC)c1ccccc1COC1CCCCO1. Reaction SMILES: [CH3:11][NH:12][C:13]([C:14]([c:15]1[c:16]([CH2:21][O:22][CH:23]2[O:24][CH2:25][CH2:26][CH2:27][CH2:28]2)[cH:17][cH:18][cH:19][cH:20]1)=[O:29])=[O:30].[CH3:2][O:3][NH2:4].[CH3:31][OH:32].[ClH:1].[cH:5]1[cH:6][cH:7][n:8][cH:9][cH:10]1>>[CH3:2][O:3][N:4]=[C:14]([C:13]([NH:12][CH3:11])=[O:30])[c:15]1[c:16]([CH2:21][O:22][CH:23]2[O:24][CH2:25][CH2:26][CH2:27][CH2:28]2)[cH:17][cH:18][cH:19][cH:20]1. The reactants are FCCBr, N#Cc1ccc(CC(C#N)C#N)cc1, CN(C)C=O, [H-], [Na+]. Product: N#Cc1ccc(CC(C#N)(C#N)CCF)cc1. RXN SMILES: [Br:17][CH2:18][CH2:19][F:20].[C:1](#[N:2])[c:3]1[cH:4][cH:5][c:6]([CH2:7][CH:8]([C:9]#[N:10])[C:11]#[N:12])[cH:13][cH:14]1.[CH3:21][N:22]([CH3:23])[CH:24]=[O:25].[H-:15].[Na+:16]>>[C:1](#[N:2])[c:3]1[cH:4][cH:5][c:6]([CH2:7][C:8]([C:9]#[N:10])([C:11]#[N:12])[CH2:18][CH2:19][F:20])[cH:13][cH:14]1. Reaction SMILES: [Br:1][c:2]1[cH:3][cH:4][c:5]([CH:8]=[O:9])[n:6][cH:7]1.[CH2:18]([SiH:19]([CH2:20][CH3:21])[CH2:22][CH3:23])[CH3:24].[CH3:32][C:33]#[N:34].[Cl:10][c:11]1[cH:12][cH:13][c:14]([NH2:15])[cH:16][cH:17]1.[OH:25][C:26]([C:27]([F:28])([F:29])[F:30])=[O:31]>>[Br:1][c:2]1[cH:3][cH:4][c:5]([CH2:8][NH:15][c:14]2[cH:13][cH:12][c:11]([Cl:10])[cH:17][cH:16]2)[n:6][cH:7]1. Starting materials: O=Cc1ccc(Br)cn1, CC[SiH](CC)CC, CC#N, Nc1ccc(Cl)cc1, O=C(O)C(F)(F)F. The product is Clc1ccc(NCc2ccc(Br)cn2)cc1. Starting materials: O[C@H](C)[C@@H]1[C@@H]2N(C(=C([C@@H]2C)S[C@H]2C[C@H](N(C2)C(=O)OCC2=CC=C(C=C2)[N+](=O)[O-])C(=O)N2CCN(CC2)C(NC(=O)OCC2=CC=C(C=C2)[N+](=O)[O-])=N)C(=O)OCC2=CC=C(C=C2)[N+](=O)[O-])C1=O (4-nitrobenzyl (1R,5S,6S)-6-[(1R)-1-hydroxyethyl]-1-methyl-2-[(2S,4S)-2-[4-(4-nitrobenzyl -oxycarbonylamidino)piperazin-1-ylcarbonyl]-1-(4-nitrobenzyloxycarbonyl)pyrrolidin-4-ylthio]-1-carbapen-2-em-3-carboxylate), [H][H] (hydrogen). Reagents/catalysts: [Pd] (palladium-on-carbon). Solvent: O1CCCC1 (tetrahydrofuran), O (water). Product: C(N)(=N)N1CCN(CC1)C(=O)[C@H]1NC[C@H](C1)SC=1[C@@H]([C@H]2N(C1C(=O)O)C([C@@H]2[C@@H](C)O)=O)C ((1R,5S,6S)-2-[(2S,4S)-2-(4-Amidinopiperazin-1-yl -carbonyl)pyrrolidin-4-ylthio]-6-[(1R)-1-hydroxyethyl]-1-methyl-1-carbapen-2-em-3-carboxylic acid). Yield: 63.8%. RXN SMILES: [OH:1][C@@H:2]([C@H:4]1[C:67](=[O:68])[N:6]2[C:7]([C:54]([O:56]CC3C=CC([N+]([O-])=O)=CC=3)=[O:55])=[C:8]([S:11][C@@H:12]3[CH2:16][N:15](C(OCC4C=CC([N+]([O-])=O)=CC=4)=O)[C@H:14]([C:30]([N:32]4[CH2:37][CH2:36][N:35]([C:38](=[NH:53])[NH:39]C(OCC5C=CC([N+]([O-])=O)=CC=5)=O)[CH2:34][CH2:33]4)=[O:31])[CH2:13]3)[C@H:9]([CH3:10])[C@H:5]12)[CH3:3].[H][H]>O1CCCC1.O.[Pd]>[C:38]([N:35]1[CH2:36][CH2:37][N:32]([C:30]([C@@H:14]2[CH2:13][C@H:12]([S:11][C:8]3[C@H:9]([CH3:10])[C@@H:5]4[C@@H:4]([C@H:2]([OH:1])[CH3:3])[C:67](=[O:68])[N:6]4[C:7]=3[C:54]([OH:56])=[O:55])[CH2:16][NH:15]2)=[O:31])[CH2:33][CH2:34]1)(=[NH:39])[NH2:53]. Reported procedure: 680 mg of 4-nitrobenzyl (1R,5S,6S)-6-[(1R)-1-hydroxyethyl]-1-methyl-2-[(2S,4S)-2-[4-(4-nitrobenzyl -oxycarbonylamidino)piperazin-1-ylcarbonyl]-1-(4-nitrobenzyloxycarbonyl)pyrrolidin-4-ylthio]-1-carbapen-2-em-3-carboxylate [prepared as described in step (1) above] were dissolved in 40 ml of a 1:1 by volume mixture of tetrahydrofuran and water, and 950 mg of a 10% w/w palladium-on-carbon catalyst were added to the resulting solution. The mixture was then hydrogenated in an atmosphere of hydrogen a... Reactants: C(C)OC([C@@H](NS(=O)(=O)C1=CC=C(C)C=C1)CC(C)Br)=O (N-tosyl-γ-bromonorvaline ethyl ester), O (H2O), CI NH3, [H-].[Na+] (NaH), Cl (HCl). Run in CN(C)C=O (DMF). Reaction conditions: temperature 15 celsius, time 20 minute. Product: S(=O)(=O)(C1=CC=C(C)C=C1)N1[C@H](CC1)C(=O)O ((R)-N-tosylazetidine-2-carboxylic acid). Yield: 72.5%. Reaction SMILES: C([O:3][C:4](=[O:21])[C@H:5]([CH2:17][CH:18](Br)C)[NH:6][S:7]([C:10]1[CH:16]=[CH:15][C:13]([CH3:14])=[CH:12][CH:11]=1)(=[O:9])=[O:8])C.O.[H-].[Na+].Cl>CN(C=O)C>[S:7]([N:6]1[CH2:18][CH2:17][C@@H:5]1[C:4]([OH:3])=[O:21])([C:10]1[CH:16]=[CH:15][C:13]([CH3:14])=[CH:12][CH:11]=1)(=[O:9])=[O:8] |f:2.3|. Procedure: The title compound was prepared from D-methionine following the procedure of Sugano and Miyoshi, Bull. Chem. Soc. Japan 1973, 46, 669. D-methionine (29.84 g, 200 mmol) was dissolved in H2 0 (100 mL) and 1 N NaOH (200 mL, 200 mmol) was added to give a homogeneous solution. With cooling as necessary to maintain a temperature of ~20° C., p-toluenesulfonyl chloride was added (53.4 g, 280 mmol). Additional 1 N NaOH was added in small portions over 2 hours as needed to maintain the pH ~9 (total ca. 28... Starting materials: N(C1=CC=CC=C1)C1=C(C(=NN1C1=C(C=C(C=C1Cl)Br)Cl)C#N)SC(F)(F)F (5-amiino-3-cyano-1-(2,6-dichloro-4-bromophenyl)-4-trifluoromethylthiopyrazole), FC(C1=CC=C(C=C1)B(O)O)(F)F (4-trifluoromethylphenylboronic acid), C(=O)([O-])[O-].[K+].[K+] (K2CO3), COCCOCCOC (diglyme). Reagents/catalysts: [Pd].[Pd].C(C1=CC=CC=C1)=CC(=O)C=CC1=CC=CC=C1.C(C1=CC=CC=C1)=CC(=O)C=CC1=CC=CC=C1.C(C1=CC=CC=C1)=CC(=O)C=CC1=CC=CC=C1 (tris-(dibenzylidene acetone) dipalladium). The solvent is O (water). Run at temperature 20 celsius. The product is ClC1=C(C(=CC(=C1)C1=CC=C(C=C1)C(F)(F)F)Cl)N1N=C(C(=C1N)SC(F)(F)F)C#N (1-[2,6-dichloro4-(4-trifluoromethylphenyl)phenyl]-3-cyano-4-trifluoromethylthio-5-aminopyrazole). Isolated yield 66.4%. Reaction SMILES: [NH:1]([C:8]1[N:12]([C:13]2[C:18]([Cl:19])=[CH:17][C:16](Br)=[CH:15][C:14]=2[Cl:21])[N:11]=[C:10]([C:22]#[N:23])[C:9]=1[S:24][C:25]([F:28])([F:27])[F:26])C1C=CC=CC=1.[F:29][C:30]([F:41])([F:40])[C:31]1[CH:36]=[CH:35][C:34](B(O)O)=[CH:33][CH:32]=1.C([O-])([O-])=O.[K+].[K+].COCCOCCOC>[Pd].[Pd].C(=CC(C=CC1C=CC=CC=1)=O)C1C=CC=CC=1.C(=CC(C=CC1C=CC=CC=1)=O)C1C=CC=CC=1.C(=CC(C=CC1C=CC=CC=1)=O)C1C=CC=CC=1.O>[Cl:21][C:14]1[CH:15]=[C:16]([C:34]2[CH:35]=[CH:36][C:31]([C:30]([F:41])([F:40])[F:29])=[CH:32][CH:33]=2)[CH:17]=[C:18]([Cl:19])[C:13]=1[N:12]1[C:8]([NH2:1])=[C:9]([S:24][C:25]([F:28])([F:26])[F:27])[C:10]([C:22]#[N:23])=[N:11]1 |f:2.3.4,6.7.8.9.10|. Procedure: A mixture of 6 g of 5-amiino-3-cyano-1-(2,6-dichloro-4-bromophenyl)-4-trifluoromethylthiopyrazole (prepared according to procedures reported in U.S. Pat. No. 5,232,940), 4-trifluoromethylphenylboronic acid (5.3 g), K2CO3 (5.8 g), tris-(dibenzylidene acetone) dipalladium (0.6 g) and diglyme was heated at 130° C. for 25 hours. After cooling to 20° C., the mixture was poured into water and extracted with diethyl ether. The ether solutions were combined, dried, filtered and the filtrate concentrated...